This data is from the Open Reaction Database (ORD), a public repository of structured organic reaction records. The task is: describe an organic reaction: reactants, conditions, products, and yield Starting materials: CC(C)n1ncnc1-c1nc2c(s1)CCOc1ccc(Br)cc1-2, BrCCBr, C[Si](C)(C)Cl, ClCCl, [Cu]I, CC(C)(C)OC(=O)N1CC(I)C1, [Zn]. Yields the product CC(C)n1ncnc1-c1nc2c(s1)CCOc1ccc(C3CN(C(=O)OC(C)(C)C)C3)cc1-2. RXN SMILES: [Br:25][c:26]1[cH:27][cH:28][c:29]2[c:30]([cH:47]1)-[c:31]1[n:32][c:33](-[c:39]3[n:40]([CH:44]([CH3:45])[CH3:46])[n:41][cH:42][n:43]3)[s:34][c:35]1[CH2:36][CH2:37][O:38]2.[Br:6][CH2:7][CH2:8][Br:9].[Cl:1][Si:2]([CH3:3])([CH3:4])[CH3:5].[Cl:22][CH2:23][Cl:24].[Cu:49][I:50].[I:10][CH:11]1[CH2:12][N:13]([C:15](=[O:16])[O:17][C:18]([CH3:19])([CH3:20])[CH3:21])[CH2:14]1.[Zn:48]>>[CH:11]1([c:26]2[cH:27][cH:28][c:29]3[c:30]([cH:47]2)-[c:31]2[n:32][c:33](-[c:39]4[n:40]([CH:44]([CH3:45])[CH3:46])[n:41][cH:42][n:43]4)[s:34][c:35]2[CH2:36][CH2:37][O:38]3)[CH2:12][N:13]([C:15](=[O:16])[O:17][C:18]([CH3:19])([CH3:20])[CH3:21])[CH2:14]1. Starting materials: O=C(CC(=O)OCC)C (ethyl 3-oxobutanoate), S(O)(O)(=O)=O (sulfuric acid), CC1=C(C=CC=C1)CC(=O)Cl (2-methylphenylacetyl chloride), [Mg] (magnesium). Run in CCOCC (ether), CCOCC (ether), C(Cl)(Cl)(Cl)Cl (carbon tetrachloride), C(C)O (ethanol). Conditions: time 8 hour. Product: C(C)(=O)C(C(=O)OCC)C(CC1=C(C=CC=C1)C)=O (ethyl 2-acetyl-4-(2-methylphenyl)-3-oxobutanoate). RXN SMILES: [Mg].[O:2]=[C:3]([CH3:10])[CH2:4][C:5]([O:7][CH2:8][CH3:9])=[O:6].[CH3:11][C:12]1[CH:17]=[CH:16][CH:15]=[CH:14][C:13]=1[CH2:18][C:19](Cl)=[O:20].S(=O)(=O)(O)O>CCOCC.C(Cl)(Cl)(Cl)Cl.C(O)C>[C:3]([CH:4]([C:19](=[O:20])[CH2:18][C:13]1[CH:14]=[CH:15][CH:16]=[CH:17][C:12]=1[CH3:11])[C:5]([O:7][CH2:8][CH3:9])=[O:6])(=[O:2])[CH3:10]. Reported procedure: This material was prepared according to the procedure of M. Viscontini and N. Merckling, Helvetica Chimica Acta, 35, 2280 (1952). To 2.65 parts of magnesium turnings was added 15 parts absolute ethanol at room temperature and 0.5 parts of carbon tetrachloride. As soon as the initial reaction subsides 100 parts of dry ether was added. The mixture was stirred without cooling until the reaction ceased, then 19.6 parts of ethyl 3-oxobutanoate in 20 parts of dry ether was added with ice cooling and g... Starting materials: ClCCl, [I-], O=N[O-], CC1(C)NC(=O)N(c2ccc(N)c(C(F)(F)F)c2)C1=O, [Na+], [Na+], [Na+], [Na+], O, O=S([O-])S(=O)(=O)[O-]. Product: CC1(C)NC(=O)N(c2ccc(I)c(C(F)(F)F)c2)C1=O. Reaction SMILES: [CH2:37]([Cl:38])[Cl:39].[I-:26].[N:21]([O-:22])=[O:23].[NH2:1][c:2]1[c:3]([C:17]([F:18])([F:19])[F:20])[cH:4][c:5]([N:8]2[C:9](=[O:16])[NH:10][C:11]([CH3:14])([CH3:15])[C:12]2=[O:13])[cH:6][cH:7]1.[Na+:24].[Na+:25].[Na+:34].[Na+:35].[OH2:36].[S:27]([S:28]([O-:29])=[O:30])([O-:31])(=[O:32])=[O:33]>>[c:2]1([I:26])[c:3]([C:17]([F:18])([F:19])[F:20])[cH:4][c:5]([N:8]2[C:9](=[O:16])[NH:10][C:11]([CH3:14])([CH3:15])[C:12]2=[O:13])[cH:6][cH:7]1.